Task: describe an organic reaction: reactants, conditions, products, and yield. Dataset: the Open Reaction Database (ORD), a public repository of structured organic reaction records Reactants: CN[C@H]1CN(CC1)C=1C2=C(N=CN1)NC=C2 ((R)—N-methyl-1-(7H-pyrrolo[2,3-d]pyrimidin-4-yl)pyrrolidin-3-amine), C(#N)C1=CC=C(C=C1)S(=O)(=O)Cl (4-cyanobenzene-1-sulfonyl chloride), CCN(C(C)C)C(C)C (DIPEA). Solvent: C1CCOC1 (THF), O (water). Run at time 0.5 hour. The product is N1=CN=C(C2=C1NC=C2)N2C[C@@H](CC2)N(S(=O)(=O)C2=CC=C(C=C2)C#N)C ((R)—N-(1-(7H-pyrrolo[2,3-d]pyrimidin-4-yl)pyrrolidin-3-yl)-4-cyano-N-methylbenzenesulfonamide). Yield: 25.8%. Reaction SMILES: [CH3:1][NH:2][C@@H:3]1[CH2:7][CH2:6][N:5]([C:8]2[C:9]3[CH:16]=[CH:15][NH:14][C:10]=3[N:11]=[CH:12][N:13]=2)[CH2:4]1.[C:17]([C:19]1[CH:24]=[CH:23][C:22]([S:25](Cl)(=[O:27])=[O:26])=[CH:21][CH:20]=1)#[N:18].CCN(C(C)C)C(C)C>C1COCC1.O>[N:11]1[C:10]2[NH:14][CH:15]=[CH:16][C:9]=2[C:8]([N:5]2[CH2:6][CH2:7][C@@H:3]([N:2]([CH3:1])[S:25]([C:22]3[CH:21]=[CH:20][C:19]([C:17]#[N:18])=[CH:24][CH:23]=3)(=[O:27])=[O:26])[CH2:4]2)=[N:13][CH:12]=1. Procedure details: To a solution of (R)—N-methyl-1-(7H-pyrrolo[2,3-d]pyrimidin-4-yl)pyrrolidin-3-amine (30 mg, 0.138 mmol) in THF (2 mL) were added 4-cyanobenzene-1-sulfonyl chloride (42 mg, 0.208 mmol) and DIPEA (36 mg, 0.28 mmol). The reaction mixture was stirred at room temperature for 0.5 hour. The reaction mixture was then diluted with water, and extracted with EtOAc. The organic layers were combined, dried, and concentrated. The residue was purified by preparative TLC to give the title compound (13.6 mg, 26%...